Dataset: the Open Reaction Database (ORD), a public repository of structured organic reaction records. Task: describe an organic reaction: reactants, conditions, products, and yield Solvent: S(O)(O)(=O)=O (sulphuric acid). Procedure: 4-(N-Benzyl-N-methylamino)-1-cyano-1,1-diphenylbutane (2%--see Preparation 2) was dissolved in 90% sulphuric acid (11 l) and the solution heated at 100° for 3 hours. The solution was allowed to cool to room temperature then poured slowly into water (100 ml). The mixture was made basic (pH 10) by the addition of 10% aqueous sodium carbonate and extracted with dichloromethane (3×50 ml). The combined dichloromethane extracts were dried (MgSO4) and concentrated in vacuo to leave the title compound a... As a reaction SMILES: [CH2:1]([N:8]([CH2:10][CH2:11][CH2:12][C:13]([C:26]#[N:27])([C:20]1[CH:25]=[CH:24][CH:23]=[CH:22][CH:21]=1)[C:14]1[CH:19]=[CH:18][CH:17]=[CH:16][CH:15]=1)[CH3:9])[C:2]1[CH:7]=[CH:6][CH:5]=[CH:4][CH:3]=1.O.C(=O)([O-])[O-:30].[Na+].[Na+]>S(=O)(=O)(O)O>[CH2:1]([N:8]([CH2:10][CH2:11][CH2:12][C:13]([C:20]1[CH:21]=[CH:22][CH:23]=[CH:24][CH:25]=1)([C:14]1[CH:15]=[CH:16][CH:17]=[CH:18][CH:19]=1)[C:26]([NH2:27])=[O:30])[CH3:9])[C:2]1[CH:3]=[CH:4][CH:5]=[CH:6][CH:7]=1 |f:2.3.4|. Reactants: O (water), C(C1=CC=CC=C1)N(C)CCCC(C1=CC=CC=C1)(C1=CC=CC=C1)C#N (4-(N-Benzyl-N-methylamino)-1-cyano-1,1-diphenylbutane), C([O-])([O-])=O.[Na+].[Na+] (sodium carbonate). The product is C(C1=CC=CC=C1)N(C)CCCC(C(=O)N)(C1=CC=CC=C1)C1=CC=CC=C1 (5-(N-benzyl-N-methylamino)-2,2-diphenylpentanamide). Reactants: CC1=C(N=C(O1)C1=CC=CC=C1)COC1=CC=C(CN2N=C(C(=C2)/C=C/C(=O)OCC)OCC2=CC=C(C=C2)OCC=2N=C(OC2C)C2=CC=CC=C2)C=C1 (ethyl(E)-3-[1-[4-(5-methyl-2-phenyl-4-oxazolylmethoxy)benzyl]-3-[4-(5-methyl-2-phenyl-4-oxazolylmethoxy)benzyloxy]-1H-pyrazol-4-yl]propenoate). Reagents/catalysts: [C].[Pd] (palladium-carbon). Run in O1CCCC1 (tetrahydrofuran). Reaction conditions: time 8 hour. Yields the product OC1=NN(C=C1CCC(=O)OCC)CC1=CC=C(C=C1)OCC=1N=C(OC1C)C1=CC=CC=C1 (ethyl 3-[3-hydroxy-1-[4-(5-methyl-2-phenyl-4-oxazolylmethoxy)benzyl]-1H-pyrazol-4-yl]propionate). As a reaction SMILES: [CH3:1][C:2]1[O:6][C:5]([C:7]2[CH:12]=[CH:11][CH:10]=[CH:9][CH:8]=2)=[N:4][C:3]=1[CH2:13][O:14][C:15]1[CH:55]=[CH:54][C:18]([CH2:19][N:20]2[CH:24]=[C:23](/[CH:25]=[CH:26]/[C:27]([O:29][CH2:30][CH3:31])=[O:28])[C:22]([O:32]CC3C=CC(OCC4N=C(C5C=CC=CC=5)OC=4C)=CC=3)=[N:21]2)=[CH:17][CH:16]=1>[C].[Pd].O1CCCC1>[OH:32][C:22]1[C:23]([CH2:25][CH2:26][C:27]([O:29][CH2:30][CH3:31])=[O:28])=[CH:24][N:20]([CH2:19][C:18]2[CH:17]=[CH:16][C:15]([O:14][CH2:13][C:3]3[N:4]=[C:5]([C:7]4[CH:8]=[CH:9][CH:10]=[CH:11][CH:12]=4)[O:6][C:2]=3[CH3:1])=[CH:55][CH:54]=2)[N:21]=1 |f:1.2|. Procedure details: A mixture of ethyl(E)-3-[1-[4-(5-methyl-2-phenyl-4-oxazolylmethoxy)benzyl]-3-[4-(5-methyl-2-phenyl-4-oxazolylmethoxy)benzyloxy]-1H-pyrazol-4-yl]propenoate (24.15 g), 5% palladium-carbon (34.22 g), and tetrahydrofuran (400 ml) was stirred at room temperature under a hydrogen atmosphere overnight. After removal of the catalyst by filtration, and the filtrate was concentrated. The residue was subjected to silica gel column chromatography, and ethyl 3-[3-hydroxy-1-[4-(5-methyl-2-phenyl-4-oxazolylmet...